From a dataset of the Open Reaction Database (ORD), a public repository of structured organic reaction records. describe an organic reaction: reactants, conditions, products, and yield The reactants are crude product, COC1=CC=C(C=C1)N1C(NC(=CC1=O)C(F)(F)F)=O (3-(4-methoxyphenyl)-6-trifluoromethyl-2,4(1H,3H)-pyrimidinedione), C([O-])([O-])=O.[K+].[K+] (potassium carbonate), NOS(=O)(=O)C1=C(C=C(C=C1C)C)C (1-aminooxysulfonyl-2,4,6-trimethylbenzene), crude product. Run in O (water), O1CCCC1 (tetrahydrofuran). Conditions: time 3 hour. Product: NN1C(N(C(C=C1C(F)(F)F)=O)C1=CC=C(C=C1)OC)=O (1-amino-3-(4-methoxyphenyl)-6-trifluoromethyl-2,4(1H,3H)-pyrimidinedione). The yield is 68.2%. As a reaction SMILES: [CH3:1][O:2][C:3]1[CH:8]=[CH:7][C:6]([N:9]2[C:14](=[O:15])[CH:13]=[C:12]([C:16]([F:19])([F:18])[F:17])[NH:11][C:10]2=[O:20])=[CH:5][CH:4]=1.C(=O)([O-])[O-].[K+].[K+].[NH2:27]OS(C1C(C)=CC(C)=CC=1C)(=O)=O>O1CCCC1.O>[NH2:27][N:11]1[C:12]([C:16]([F:19])([F:17])[F:18])=[CH:13][C:14](=[O:15])[N:9]([C:6]2[CH:5]=[CH:4][C:3]([O:2][CH3:1])=[CH:8][CH:7]=2)[C:10]1=[O:20] |f:1.2.3|. Reported procedure: A solution of 2.10 grams (0.0073 mole) of 3-(4-methoxyphenyl)-6-trifluoromethyl-2,4(1H,3H)-pyrimidinedione (recovered from previous reactions) and 1.21 grams (0.0088 mole) of potassium carbonate in 30 mL of tetrahydrofuran was stirred for five minutes at ambient temperature and then 1.58 grams (0.0073 mole) of 1-aminooxysulfonyl-2,4,6-trimethylbenzene (prepared in a manner known by one skilled in the art) was added. Upon completion of addition, the reaction mixture was stirred at ambient tempera...